Dataset: the Open Reaction Database (ORD), a public repository of structured organic reaction records. Task: describe an organic reaction: reactants, conditions, products, and yield Reactants: esters, C(C(COCC(CO)O)O)O (diglycerol), C(CCCCCCC\C=C/C[C@H](O)CCCCCC)(=O)O (ricinoleic acid). The product is C(CCCCCCC\C=C/C[C@H](O)CCCCCC)(=O)O.OCC(O)CO.OCC(O)CO.C(CCCCCCC\C=C/C[C@H](O)CCCCCC)(=O)O.C(CCCCCCC\C=C/C[C@H](O)CCCCCC)(=O)O.OCC(O)CO.OCC(O)CO (diglycerol mono-ricinoleate diglycerol di-ricinoleate). RXN SMILES: C(O)C(O)C[O:4][CH2:5][CH:6]([OH:9])[CH2:7][OH:8].[C:12]([OH:32])(=[O:31])[CH2:13][CH2:14][CH2:15][CH2:16][CH2:17][CH2:18][CH2:19]/[CH:20]=[CH:21]\[CH2:22][C@@H:23]([CH2:25][CH2:26][CH2:27][CH2:28][CH2:29][CH3:30])[OH:24]>>[C:12]([OH:32])(=[O:31])[CH2:13][CH2:14][CH2:15][CH2:16][CH2:17][CH2:18][CH2:19]/[CH:20]=[CH:21]\[CH2:22][C@@H:23]([CH2:25][CH2:26][CH2:27][CH2:28][CH2:29][CH3:30])[OH:24].[OH:4][CH2:5][CH:6]([CH2:7][OH:8])[OH:9].[OH:4][CH2:5][CH:6]([CH2:7][OH:8])[OH:9].[C:12]([OH:32])(=[O:31])[CH2:13][CH2:14][CH2:15][CH2:16][CH2:17][CH2:18][CH2:19]/[CH:20]=[CH:21]\[CH2:22][C@@H:23]([CH2:25][CH2:26][CH2:27][CH2:28][CH2:29][CH3:30])[OH:24].[C:12]([OH:32])(=[O:31])[CH2:13][CH2:14][CH2:15][CH2:16][CH2:17][CH2:18][CH2:19]/[CH:20]=[CH:21]\[CH2:22][C@@H:23]([CH2:25][CH2:26][CH2:27][CH2:28][CH2:29][CH3:30])[OH:24].[OH:4][CH2:5][CH:6]([CH2:7][OH:8])[OH:9].[OH:4][CH2:5][CH:6]([CH2:7][OH:8])[OH:9] |f:2.3.4.5.6.7.8|. Procedure: From table 7a it appears that for esters of diglycerol and ricinoleic acid optimum wearing reduction is provided with a molar ratio diglycerol mono-ricinoleate/diglycerol di-ricinoleate of about 1.15. Starting materials: CC1C[C@H]2CN[C@@H]([C@H]2C1)CNC(=O)C1=C(N=C2SC=CN21)C (6-methyl-imidazo[2,1-b]thiazole-5-carboxylic acid-[(1S,2S,5R)-7-methyl-3-aza-bicyclo[3.3.0]oct-2-ylmethyl]-amide), COC1=CC=C(C=C1)C1=C(N=C(S1)C)C(=O)O (5-(4-methoxy-phenyl)-2-methyl-thiazole-4-carboxylic acid). Product: COC1=CC=C(C=C1)C1=C(N=C(S1)C)C(=O)N1[C@@H]([C@H]2CC(C[C@H]2C1)C)CNC(=O)C1=C(N=C2SC=CN21)C (6-Methyl-imidazo[2,1-b]thiazole-5-carboxylic acid-(1S,2S,5R)-{3-[5-(4-methoxy-phenyl)-2-methyl-thiazole-4-carbonyl]-7-methyl-3-aza-bicyclo[3.3.0]oct-2-ylmethyl}-amide). As a reaction SMILES: [CH3:1][CH:2]1[CH2:9][C@H:8]2[C@H:4]([CH2:5][NH:6][C@@H:7]2[CH2:10][NH:11][C:12]([C:14]2[N:21]3[C:17]([S:18][CH:19]=[CH:20]3)=[N:16][C:15]=2[CH3:22])=[O:13])[CH2:3]1.[CH3:23][O:24][C:25]1[CH:30]=[CH:29][C:28]([C:31]2[S:35][C:34]([CH3:36])=[N:33][C:32]=2[C:37](O)=[O:38])=[CH:27][CH:26]=1>>[CH3:23][O:24][C:25]1[CH:26]=[CH:27][C:28]([C:31]2[S:35][C:34]([CH3:36])=[N:33][C:32]=2[C:37]([N:6]2[CH2:5][C@H:4]3[C@H:8]([CH2:9][CH:2]([CH3:1])[CH2:3]3)[C@H:7]2[CH2:10][NH:11][C:12]([C:14]2[N:21]3[C:17]([S:18][CH:19]=[CH:20]3)=[N:16][C:15]=2[CH3:22])=[O:13])=[O:38])=[CH:29][CH:30]=1. Procedure: prepared by reaction of 6-methyl-imidazo[2,1-b]thiazole-5-carboxylic acid-[(1S,2S,5R)-7-methyl-3-aza-bicyclo[3.3.0]oct-2-ylmethyl]-amide with 5-(4-methoxy-phenyl)-2-methyl-thiazole-4-carboxylic acid. The reactants are 30, N1=C(C=CC=C1)CN1C(=NC2=C1C=CC=C2)NC2CCN(CC2)C(=O)OCC (ethyl 4-[[1-[(2-pyridinyl)methyl]-1H-benzimidazol-2-yl]amino]-1-piperidinecarboxylate), Br (hydrobromic acid). Run in O (water). Run at temperature 80 celsius. The product is N1C(=NC2=C1C=CC=C2)NC2CCN(CC2)C(=O)OCC (ethyl 4-(1H-benzimidazol-2-yl-amino)-1-piperidinecarboxylate), Br.Br.Br.N1CCC(CC1)NC1=NC2=C(N1CC1=NC=CC=C1)C=CC=C2 (N-(4-piperidinyl)-1-[(2-pyridinyl)methyl]-1H-benzimidazol-2-amine trihydrobromide). The yield is 93.2%. Reaction SMILES: [N:1]1[CH:6]=[CH:5][CH:4]=[CH:3][C:2]=1[CH2:7][N:8]1[C:12]2[CH:13]=[CH:14][CH:15]=[CH:16][C:11]=2[N:10]=[C:9]1[NH:17][CH:18]1[CH2:23][CH2:22][N:21]([C:24]([O:26][CH2:27][CH3:28])=[O:25])[CH2:20][CH2:19]1.[BrH:29]>O>[NH:8]1[C:12]2[CH:13]=[CH:14][CH:15]=[CH:16][C:11]=2[N:10]=[C:9]1[NH:17][CH:18]1[CH2:23][CH2:22][N:21]([C:24]([O:26][CH2:27][CH3:28])=[O:25])[CH2:20][CH2:19]1.[BrH:29].[BrH:29].[BrH:29].[NH:21]1[CH2:20][CH2:19][CH:18]([NH:17][C:9]2[N:8]([CH2:7][C:2]3[CH:3]=[CH:4][CH:5]=[CH:6][N:1]=3)[C:12]3[CH:13]=[CH:14][CH:15]=[CH:16][C:11]=3[N:10]=2)[CH2:23][CH2:22]1 |f:4.5.6.7|. Procedure details: A mixture of 30 parts of ethyl 4-[[1-[(2-pyridinyl)methyl]-1H-benzimidazol-2-yl]amino]-1-piperidinecarboxylate and 300 parts of a hydrobromic acid solution 48% in water was stirred and heated for 3 hours at 80° C. The reaction mixture was evaporated and the residue was crystallized from methanol, yielding 41 parts (93.2%) of N-(4-piperidinyl)-1-[(2-pyridinyl)methyl]-1H-benzimidazol-2-amine trihydrobromide; mp. 295.9° C. (66). The reactants are N1CCC(CC1)=O (4-Piperidinone), C([O-])([O-])=O.[K+].[K+] (potassium carbonate), BrCCC(=O)OCC (ethyl 3-bromopropionate). Run in CN(C=O)C (N,N-dimethylformamide). Reaction conditions: temperature 60 celsius, time 4.5 hour. Yields the product O=C1CCN(CC1)CCC(=O)OCC (ethyl 3-(4-oxopiperidino)propionate). The yield is 66.1%. As a reaction SMILES: [NH:1]1[CH2:6][CH2:5][C:4](=[O:7])[CH2:3][CH2:2]1.C(=O)([O-])[O-].[K+].[K+].Br[CH2:15][CH2:16][C:17]([O:19][CH2:20][CH3:21])=[O:18]>CN(C)C=O>[O:7]=[C:4]1[CH2:5][CH2:6][N:1]([CH2:15][CH2:16][C:17]([O:19][CH2:20][CH3:21])=[O:18])[CH2:2][CH2:3]1 |f:1.2.3|. Reported procedure: 4-Piperidinone (10.0 g, 73.7 mmol) and potassium carbonate (30.6 g, 221 mmol) were added to N,N-dimethylformamide (100 ml), and ethyl 3-bromopropionate (10.0 ml, 78.0 mmol) was added. The mixture was stirred at 60° C. for 4.5 hours. The reaction mixture was filtrated and the filtrate was added with a saturated aqueous sodium hydrogencarbonate solution (150 ml). The mixture was extracted with ethyl acetate. The extract was washed with saturated brine and dried over anhydrous magnesium sulfate. Af... The reactants are CS(=O)(=O)c1ncc(C#Cc2ccccc2)cn1, OCC1CC(O)C1. Yields the product OCC1CC(Oc2ncc(C#Cc3ccccc3)cn2)C1. Reaction SMILES: [CH3:1][S:2](=[O:3])(=[O:4])[c:5]1[n:6][cH:7][c:8]([C:11]#[C:12][c:13]2[cH:14][cH:15][cH:16][cH:17][cH:18]2)[cH:9][n:10]1.[OH:19][CH2:20][CH:21]1[CH2:22][CH:23]([OH:25])[CH2:24]1>>[c:5]1([O:25][CH:23]2[CH2:22][CH:21]([CH2:20][OH:19])[CH2:24]2)[n:6][cH:7][c:8]([C:11]#[C:12][c:13]2[cH:14][cH:15][cH:16][cH:17][cH:18]2)[cH:9][n:10]1. Reactants: B(Br)(Br)Br (BBr3), C(C1=CC=CC=C1)OCC=1OC=C(N1)C1=CC=C(C=C1)Cl (2-Benzyloxymethyl-4-(4-chloro-phenyl)-oxazole), C(=O)(O)[O-].[Na+] (NaHCO3). Run in C(Cl)Cl (DCM). Reaction conditions: temperature 25 celsius, time 2 hour. Yields the product BrCC=1OC=C(N1)C1=CC=C(C=C1)Cl (2-Bromomethyl-4-(4-chloro-phenyl)-oxazole). The yield is 51.0%. Reaction SMILES: C(O[CH2:9][C:10]1[O:11][CH:12]=[C:13]([C:15]2[CH:20]=[CH:19][C:18]([Cl:21])=[CH:17][CH:16]=2)[N:14]=1)C1C=CC=CC=1.B(Br)(Br)[Br:23].C([O-])(O)=O.[Na+]>C(Cl)Cl>[Br:23][CH2:9][C:10]1[O:11][CH:12]=[C:13]([C:15]2[CH:20]=[CH:19][C:18]([Cl:21])=[CH:17][CH:16]=2)[N:14]=1 |f:2.3|. Procedure: A solution of 2-Benzyloxymethyl-4-(4-chloro-phenyl)-oxazole (1.10 g, 3.6 mmol) in 10 ml of DCM was cooled to −78° C. followed by addition of BBr3 (1.76 ml, 18.0 mmol). The reaction mixture was stirred at 25° C. for 2 h. After the completion of the reaction mixture (TLC monitoring), solution of NaHCO3 (20 mL) was added at 0° C. and extracted with ethyl acetate (3×50 mL). The combined organics was washed with water, brine, dried (Na2SO4), filtered and concentrated to get the desired product (0.5 g... Starting materials: BrCC(=O)C=1C=CC2=C(CCCO2)C1 (2-bromo-1-(3,4-dihydro-2H-1-benzopyran-6-yl)ethan-1-one), BrCC(=O)C1=CC=CC=2CCCOC21 (2-bromo-1-(3,4-dihydro-2H-1-benzopyran-8-yl)ethan-1-one), NC1=NC=CC=C1 (2-aminopyridine). Solvent: C(C)O (ethanol). Conditions: temperature 60 celsius. The product is O1CCCC2=C1C=CC(=C2)C=2N=C1N(C=CC=C1)C2 (2-(3,4-dihydro-2H-1-benzopyran-6-yl)-imidazo[1,2-a]pyridine). Isolated yield 64.0%. As a reaction SMILES: Br[CH2:2][C:3]([C:5]1[CH:6]=[CH:7][C:8]2[O:13][CH2:12][CH2:11][CH2:10][C:9]=2[CH:14]=1)=O.BrCC(C1C2OCCCC=2C=CC=1)=O.[NH2:29][C:30]1[CH:35]=[CH:34][CH:33]=[CH:32][N:31]=1>C(O)C>[O:13]1[C:8]2[CH:7]=[CH:6][C:5]([C:3]3[N:29]=[C:30]4[CH:35]=[CH:34][CH:33]=[CH:32][N:31]4[CH:2]=3)=[CH:14][C:9]=2[CH2:10][CH2:11][CH2:12]1. Procedure: A solution of the 80/20 mixture of 2-bromo-1-(3,4-dihydro-2H-1-benzopyran-6-yl)ethan-1-one (19a) and 2-bromo-1-(3,4-dihydro-2H-1-benzopyran-8-yl)ethan-1-one (450 mg, 1.76 mmol) and 2-aminopyridine (166 mg, 1.76 mmol) in ethanol (10 mL) was heated at 60° C. overnight. The mixture was concentrated in vacuo. A 1M solution of sodium hydroxide (10 mL) and ethyl acetate (10 mL) were added. The aqueous layer was extracted with ethyl acetate (10 mL). The organic layer was dried over sodium sulfate and c...